This data is from the Open Reaction Database (ORD), a public repository of structured organic reaction records. The task is: describe an organic reaction: reactants, conditions, products, and yield Reactants: CS(=O)(=O)c1cccc(NC(=O)Nc2ccc(Oc3ccnc4cc(OCc5ccccc5)c(C#N)cc34)cc2)c1, CCOC(C)=O, O=C(O)C(F)(F)F, CSc1ccccc1. The product is CS(=O)(=O)c1cccc(NC(=O)Nc2ccc(Oc3ccnc4cc(O)c(C#N)cc34)cc2)c1. As a reaction SMILES: [CH2:1]([c:2]1[cH:3][cH:4][cH:5][cH:6][cH:7]1)[O:8][c:9]1[c:10]([C:40]#[N:41])[cH:11][c:12]2[c:13]([O:19][c:20]3[cH:21][cH:22][c:23]([NH:26][C:27](=[O:28])[NH:29][c:30]4[cH:31][c:32]([S:36](=[O:37])(=[O:38])[CH3:39])[cH:33][cH:34][cH:35]4)[cH:24][cH:25]3)[cH:14][cH:15][n:16][c:17]2[cH:18]1.[CH3:57][CH2:58][O:59][C:60](=[O:61])[CH3:62].[OH:50][C:51]([C:52]([F:53])([F:54])[F:55])=[O:56].[c:42]1([S:43][CH3:44])[cH:45][cH:46][cH:47][cH:48][cH:49]1>>[OH:8][c:9]1[c:10]([C:40]#[N:41])[cH:11][c:12]2[c:13]([O:19][c:20]3[cH:21][cH:22][c:23]([NH:26][C:27](=[O:28])[NH:29][c:30]4[cH:31][c:32]([S:36](=[O:37])(=[O:38])[CH3:39])[cH:33][cH:34][cH:35]4)[cH:24][cH:25]3)[cH:14][cH:15][n:16][c:17]2[cH:18]1. Reactants: Cc1ccc(NC(=O)C(CN2CC(O[Si](C)(C)C(C)(C)C)C2)Oc2ncnc3c2cnn3-c2ccccc2Cl)nc1, C1CCOC1, CCCC[N+](CCCC)(CCCC)CCCC, [F-]. Product: Cc1ccc(NC(=O)C(CN2CC(O)C2)Oc2ncnc3c2cnn3-c2ccccc2Cl)nc1. RXN SMILES: [C:19]([Si:20]([CH3:21])([CH3:22])[O:24][CH:25]1[CH2:26][N:27]([CH2:29][CH:30]([C:31](=[O:32])[NH:33][c:34]2[n:35][cH:36][c:37]([CH3:40])[cH:38][cH:39]2)[O:41][c:42]2[c:43]3[c:44]([n:45][cH:46][n:47]2)[n:48](-[c:51]2[c:52]([Cl:57])[cH:53][cH:54][cH:55][cH:56]2)[n:49][cH:50]3)[CH2:28]1)([CH3:23])([CH3:58])[CH3:59].[CH2:60]1[O:61][CH2:62][CH2:63][CH2:64]1.[CH3:2][CH2:3][CH2:4][CH2:5][N+:6]([CH2:7][CH2:8][CH2:9][CH3:10])([CH2:11][CH2:12][CH2:13][CH3:14])[CH2:15][CH2:16][CH2:17][CH3:18].[F-:1]>>[OH:24][CH:25]1[CH2:26][N:27]([CH2:29][CH:30]([C:31](=[O:32])[NH:33][c:34]2[n:35][cH:36][c:37]([CH3:40])[cH:38][cH:39]2)[O:41][c:42]2[c:43]3[c:44]([n:45][cH:46][n:47]2)[n:48](-[c:51]2[c:52]([Cl:57])[cH:53][cH:54][cH:55][cH:56]2)[n:49][cH:50]3)[CH2:28]1. The reactants are C(CCC)[Sn](C1=CC=C(C(=O)N2CC=3N(CC4=C2C=CC=C4)C=CC3)C=C1)(CCCC)CCCC (10,11-dihydro-10-[4-(tributylstannyl)benzoyl]-5H-pyrrolo[2,1-c][1,4]benzodiazepine), FC=1C=C(C=C(C1)F)Br (3,5-difluoro-1-bromobenzene). The reagents and catalysts are C1=CC=C(C=C1)P(C2=CC=CC=C2)C3=CC=CC=C3.C1=CC=C(C=C1)P(C2=CC=CC=C2)C3=CC=CC=C3.C1=CC=C(C=C1)P(C2=CC=CC=C2)C3=CC=CC=C3.C1=CC=C(C=C1)P(C2=CC=CC=C2)C3=CC=CC=C3.[Pd] (tetrakis(triphenylphosphine)palladium(O)). Solvent: C1(=CC=CC=C1)C (toluene). Product: FC=1C=C(C=C(C1)F)C1=CC=C(C(=O)N2CC=3N(CC4=C2C=CC=C4)C=CC3)C=C1 (10,11-Dihydro-10-[4-(3,5-difluorophenyl)benzoyl]-5H-pyrrolo[2,1-c][1,4]benzodiazepine). RXN SMILES: C([Sn](CCCC)(CCCC)[C:6]1[CH:27]=[CH:26][C:9]([C:10]([N:12]2[C:18]3[CH:19]=[CH:20][CH:21]=[CH:22][C:17]=3[CH2:16][N:15]3[CH:23]=[CH:24][CH:25]=[C:14]3[CH2:13]2)=[O:11])=[CH:8][CH:7]=1)CCC.[F:36][C:37]1[CH:38]=[C:39](Br)[CH:40]=[C:41]([F:43])[CH:42]=1>C1(C)C=CC=CC=1.C1C=CC(P(C2C=CC=CC=2)C2C=CC=CC=2)=CC=1.C1C=CC(P(C2C=CC=CC=2)C2C=CC=CC=2)=CC=1.C1C=CC(P(C2C=CC=CC=2)C2C=CC=CC=2)=CC=1.C1C=CC(P(C2C=CC=CC=2)C2C=CC=CC=2)=CC=1.[Pd]>[F:36][C:37]1[CH:38]=[C:39]([C:6]2[CH:7]=[CH:8][C:9]([C:10]([N:12]3[C:18]4[CH:19]=[CH:20][CH:21]=[CH:22][C:17]=4[CH2:16][N:15]4[CH:23]=[CH:24][CH:25]=[C:14]4[CH2:13]3)=[O:11])=[CH:26][CH:27]=2)[CH:40]=[C:41]([F:43])[CH:42]=1 |f:3.4.5.6.7|. Procedure details: A mixture of 1.5 g of 10,11-dihydro-10-[4-(tributylstannyl)benzoyl]-5H-pyrrolo[2,1-c][1,4]benzodiazepine, 1 ml of 3,5-difluoro-1-bromobenzene and 200 mg of tetrakis(triphenylphosphine)palladium(O) in 200 ml of toluene is refluxed for 16 hours. The reaction mixture is filtered and the filtrate evaporated in vacuo to a residue which is purified by column chromatography on silica gel by elution with 30% ethyl acetate-hexane to give 700 mg of the desired product as a solid. Mass spectrum: M+H:401. Reactants: [H][H] (hydrogen), [H][H] (hydrogen), C(C1=CC=CC=C1)OC(=O)N1CC2CCCCC2(C1)NC(=O)OC(C)(C)C (8-benzyloxycarbonyl-1-tert-butoxycarbonylamino-8-azabicyclo[4.3.0]nonane). Reagents/catalysts: [C].[Pd] (palladium-carbon). The solvent is CO (methanol). Product: C(C)(C)(C)OC(=O)NC12CCCCC2CNC1 (1-tert-Butoxycarbonylamino-8-azabicyclo[4.3.0]nonane). RXN SMILES: C(OC([N:11]1[CH2:19][C:18]2([NH:20][C:21]([O:23][C:24]([CH3:27])([CH3:26])[CH3:25])=[O:22])[CH:13]([CH2:14][CH2:15][CH2:16][CH2:17]2)[CH2:12]1)=O)C1C=CC=CC=1.[H][H]>[C].[Pd].CO>[C:24]([O:23][C:21]([NH:20][C:18]12[CH2:19][NH:11][CH2:12][CH:13]1[CH2:14][CH2:15][CH2:16][CH2:17]2)=[O:22])([CH3:27])([CH3:25])[CH3:26] |f:2.3|. Reported procedure: A 10% palladium-carbon catalyst (80.0 mg, 20 wt %) was added to a solution of 8-benzyloxycarbonyl-1-tert-butoxycarbonylamino-8-azabicyclo[4.3.0]nonane (optical isomer A) (400 mg, 1.07 mmol) in methanol (10.7 mL) in a nitrogen atmosphere. After the atmosphere was replaced with hydrogen, the mixture was stirred in a hydrogen atmosphere at room temperature for one hour. After the atmosphere was replaced with nitrogen, the reaction solution was filtered through Celite and concentrated under reduced ... The reactants are CC1(OC2=C(OC1=NO)C=CC=C2)C (3,3-dimethyl-2-oximinobenzodioxane), CN=C=O (methyl isocyanate). Reagents/catalysts: C(C)N(CC)CC (triethylamine). Reaction conditions: time 16 hour. The product is CC1(OC2=C(OC1=NOC(NC)=O)C=CC=C2)C (3,3-dimethyl-2-[O-(methylcarbamoyl)oximino]benzodioxane). RXN SMILES: [CH3:1][C:2]1([CH3:14])[C:7](=[N:8][OH:9])[O:6][C:5]2[CH:10]=[CH:11][CH:12]=[CH:13][C:4]=2[O:3]1.[CH3:15][N:16]=[C:17]=[O:18]>C(N(CC)CC)C>[CH3:1][C:2]1([CH3:14])[C:7](=[N:8][O:9][C:17](=[O:18])[NH:16][CH3:15])[O:6][C:5]2[CH:10]=[CH:11][CH:12]=[CH:13][C:4]=2[O:3]1. Procedure: To a solution of 17.9 g of 3,3-dimethyl-2-oximinobenzodioxane and 5 drops of triethylamine was added 18.0 ml of methyl isocyanate. The reaction mixture was then left at ambient temperature for 16 hours. The reaction mixture was concentrated and filtered to yield 3,3-dimethyl-2-[O-(methylcarbamoyl)oximino]benzodioxane, m.p. 174°-176° C. The reactants are ClC1=CC=C(C=C1)N1N=CC=C1C1=C(N(C(C(=N1)C(=O)OC)=O)C1=CC(=CC=C1)C(F)(F)F)C (Methyl 6-[1-(4-chlorophenyl)-pyrazol-5-yl]-5-methyl-3-oxo-4-[3-(trifluoromethyl)phenyl]-3,4-dihydropyrazine-2-carboxylate), CO (methanol), N (ammonia). Conditions: temperature 60 celsius. Yields the product ClC1=CC=C(C=C1)N1N=CC=C1C1=C(N(C(C(=N1)C(=O)N)=O)C1=CC(=CC=C1)C(F)(F)F)C (6-[1-(4-chlorophenyl)-1H-pyrazol-5-yl]-5-methyl-3-oxo-4-[3-(trifluoromethyl)phenyl]-3,4-dihydropyrazine-2-carboxamide). Yield: 72.0%. As a reaction SMILES: [Cl:1][C:2]1[CH:7]=[CH:6][C:5]([N:8]2[C:12]([C:13]3[N:18]=[C:17]([C:19]([O:21]C)=O)[C:16](=[O:23])[N:15]([C:24]4[CH:29]=[CH:28][CH:27]=[C:26]([C:30]([F:33])([F:32])[F:31])[CH:25]=4)[C:14]=3[CH3:34])=[CH:11][CH:10]=[N:9]2)=[CH:4][CH:3]=1.CO.[NH3:37]>>[Cl:1][C:2]1[CH:7]=[CH:6][C:5]([N:8]2[C:12]([C:13]3[N:18]=[C:17]([C:19]([NH2:37])=[O:21])[C:16](=[O:23])[N:15]([C:24]4[CH:29]=[CH:28][CH:27]=[C:26]([C:30]([F:32])([F:31])[F:33])[CH:25]=4)[C:14]=3[CH3:34])=[CH:11][CH:10]=[N:9]2)=[CH:4][CH:3]=1. Procedure: Methyl 6-[1-(4-chlorophenyl)-pyrazol-5-yl]-5-methyl-3-oxo-4-[3-(trifluoromethyl)phenyl]-3,4-dihydropyrazine-2-carboxylate (0.0915 g, 0.187 mmol) was dissolved in 7M ammonia in methanol (4.0 mL, 28 mmol) and heated in a microwave reactor (Biotage) at 60° C. for 7 minutes. The violet coloured solution was concentrated by rotary evaporation. The crude product was purified by semi-preparative reversed phase-HPLC (Kromasil C18 column) with acetonitrile-water (60 to 97% MeCN) as eluent to give 6-[1-(4... The reactants are CC(C)(C)c1ccc(CN2CCOS2=O)cc1, CC#N, ClCCl, O. Yields the product CC(C)(C)c1ccc(CN2CCOS2(=O)=O)cc1. RXN SMILES: [C:1]([CH3:2])([CH3:3])([CH3:4])[c:5]1[cH:6][cH:7][c:8]([CH2:9][N:10]2[S:11](=[O:15])[O:12][CH2:13][CH2:14]2)[cH:16][cH:17]1.[CH3:22][C:23]#[N:24].[Cl:19][CH2:20][Cl:21].[OH2:18]>>[C:1]([CH3:2])([CH3:3])([CH3:4])[c:5]1[cH:6][cH:7][c:8]([CH2:9][N:10]2[S:11](=[O:15])(=[O:18])[O:12][CH2:13][CH2:14]2)[cH:16][cH:17]1. The reactants are NC=1C2=C(N=CN1)P=CN2 (7-Amino-1H-1,3-azaphospholo[4,5-d]pyrimidine), NC=1C2=C(N=CN1)P=CN2 (7-Amino-1H-1,3-azaphospholo[4,5-d]pyrimidine), S(=O)(=O)([O-])[O-].[NH4+].[NH4+] (ammonium sulfate), Cl[Sn](Cl)(Cl)Cl (SnCl4), ClCCl (dichloromethane), ice, C(C)(=O)OC1[C@H](OC(C2=CC=CC=C2)=O)[C@H](OC(C2=CC=CC=C2)=O)[C@H](O1)COC(C1=CC=CC=C1)=O (1-O-acetyl-2,3,5-tri-O-benzoyl-D-ribofuranose). Run in C[Si](N[Si](C)(C)C)(C)C (1,1,1,3,3,3-hexamethyldisilazane), N1=CC=CC=C1 (pyridine), ClCCCl (1,2-dichloroethane). Conditions: time 18 hour. The product is NC=1C2=C(N=CN1)P=CN2[C@H]2[C@H](OC(C1=CC=CC=C1)=O)[C@H](OC(C1=CC=CC=C1)=O)[C@H](O2)COC(C2=CC=CC=C2)=O (7-Amino-1-(2,3,5-tri-O-benzoyl-β-D-ribofuranosyl)-1,3-aza-phospholo[4,5-d]pyrimidine). The yield is 55.3%. Reaction SMILES: [NH2:1][C:2]1[C:3]2[NH:10][CH:9]=[P:8][C:4]=2[N:5]=[CH:6][N:7]=1.S([O-])([O-])(=O)=O.[NH4+].[NH4+].C(O[CH:22]1[O:44][C@H:43]([CH2:45][O:46][C:47](=[O:54])[C:48]2[CH:53]=[CH:52][CH:51]=[CH:50][CH:49]=2)[C@@H:33]([O:34][C:35](=[O:42])[C:36]2[CH:41]=[CH:40][CH:39]=[CH:38][CH:37]=2)[C@H:23]1[O:24][C:25](=[O:32])[C:26]1[CH:31]=[CH:30][CH:29]=[CH:28][CH:27]=1)(=O)C.Cl[Sn](Cl)(Cl)Cl.ClCCl>C[Si](C)(C)N[Si](C)(C)C.N1C=CC=CC=1.ClCCCl>[NH2:1][C:2]1[C:3]2[N:10]([C@@H:22]3[O:44][C@H:43]([CH2:45][O:46][C:47](=[O:54])[C:48]4[CH:53]=[CH:52][CH:51]=[CH:50][CH:49]=4)[C@@H:33]([O:34][C:35](=[O:42])[C:36]4[CH:41]=[CH:40][CH:39]=[CH:38][CH:37]=4)[C@H:23]3[O:24][C:25](=[O:32])[C:26]3[CH:27]=[CH:28][CH:29]=[CH:30][CH:31]=3)[CH:9]=[P:8][C:4]=2[N:5]=[CH:6][N:7]=1 |f:1.2.3|. Reported procedure: A mixture of 7-amino-1H-1,3-azaphospholo[4,5-d]pyrimidine (compound 10, 0.3 g, 1.97 mmol) in 1,1,1,3,3,3-hexamethyldisilazane (HMDS, 5 mL), pyridine (5 mL) and ammonium sulfate (50 mg) was heated under reflux for 18 h. The reaction mixture was allowed to cool to room temperature and the excess of HMDS and pyridine were evaporated in vacuo. The silyl derivative of compound 10 was dried under high vacuum for 3 h. The dried material was dissolved in 1,2-dichloroethane (30 mL) to which 1-O-acetyl-2,...